Dataset: the Open Reaction Database (ORD), a public repository of structured organic reaction records. Task: describe an organic reaction: reactants, conditions, products, and yield Solvent: C(Cl)(Cl)Cl (chloroform), O (water). Reactants: Cl.CN(CCCN=C=NCC)C (1-(3-Dimethylaminopropyl)-3-ethylcarbodiimide hydrochloride), C(C1=CC=CC=C1)OC([C@H](N)CC1=CNC2=CC=CC=C12)=O (D-tryptophan benzyl ester), O.ON1N=NC2=C1C=CC=C2 (1-hydroxybenztriazole hydrate), C(C)(C)(C)OC(=O)NC(C)(C(=O)O)C (t-butoxycarbonyl-α-methylalanine), ethyl acetate hexanes. As a reaction SMILES: [CH2:1]([O:8][C:9](=[O:22])[C@@H:10]([CH2:12][C:13]1[C:21]2[C:16](=[CH:17][CH:18]=[CH:19][CH:20]=2)[NH:15][CH:14]=1)[NH2:11])[C:2]1[CH:7]=[CH:6][CH:5]=[CH:4][CH:3]=1.O.ON1C2C=CC=CC=2N=N1.[C:34]([O:38][C:39]([NH:41][C:42]([CH3:47])([C:44](O)=[O:45])[CH3:43])=[O:40])([CH3:37])([CH3:36])[CH3:35].Cl.CN(C)CCCN=C=NCC>C(Cl)(Cl)Cl.O>[C:34]([O:38][C:39]([NH:41][C:42]([CH3:47])([CH3:43])[C:44]([NH:11][C@H:10]([CH2:12][C:13]1[C:21]2[C:16](=[CH:17][CH:18]=[CH:19][CH:20]=2)[NH:15][CH:14]=1)[C:9]([O:8][CH2:1][C:2]1[CH:7]=[CH:6][CH:5]=[CH:4][CH:3]=1)=[O:22])=[O:45])=[O:40])([CH3:37])([CH3:36])[CH3:35] |f:1.2,4.5|. Reaction conditions: time 4 hour. Reported procedure: Crude D-tryptophan benzyl ester (1.0 g, 3.40 mmol), 1-hydroxybenztriazole hydrate (0.63 g, 4.1 mmol) and t-butoxycarbonyl-α-methylalanine (0.84 g, 4.11 mmol) were stirred together at room temperature in chloroform (20 mL). 1-(3-Dimethylaminopropyl)-3-ethylcarbodiimide hydrochloride (980 mg, 5.11 mmol) was added to this mixture in a single portion. The reaction mixture was stirred at room temperature for 4 hours and worked up by pouring into water (50 mL). The chloroform layer was separated and w... Yields the product C(C)(C)(C)OC(=O)NC(C(=O)N[C@@H](C(=O)OCC1=CC=CC=C1)CC1=CNC2=CC=CC=C12)(C)C ((R)-α-[(2-t-Butoxycarbonylamino-2-methyl-1-oxopropyl)amino]-1H-indole-3-propanoic acid, benzyl ester). Reactants: BrC1=C(C=O)C=CC=C1 (2-bromobenzaldehyde), [N+](=O)([O-])C=1C=C(C(CC(=O)OC)=CC1)C(=O)OC (Dimethyl 4-nitrohomophthalate), [H-].[Na+] (sodium hydride). The solvent is C1CCOC1 (THF), C1CCOC1 (THF). Reaction conditions: temperature 0 celsius. The product is BrC1=C(C=CC=C1)C=C(C(=O)OC)C1=C(C=C(C=C1)[N+](=O)[O-])C(=O)O (Methyl α-[ (2-Bromophenyl)methylene]-(2-carboxy-4-nitrophenyl)acetate). The yield is 70.1%. RXN SMILES: [N+:1]([C:4]1[CH:5]=[C:6]([C:15]([O:17]C)=[O:16])[C:7](=[CH:13][CH:14]=1)[CH2:8][C:9]([O:11][CH3:12])=[O:10])([O-:3])=[O:2].[H-].[Na+].[Br:21][C:22]1[CH:29]=[CH:28][CH:27]=[CH:26][C:23]=1[CH:24]=O>C1COCC1>[Br:21][C:22]1[CH:29]=[CH:28][CH:27]=[CH:26][C:23]=1[CH:24]=[C:8]([C:7]1[CH:13]=[CH:14][C:4]([N+:1]([O-:3])=[O:2])=[CH:5][C:6]=1[C:15]([OH:17])=[O:16])[C:9]([O:11][CH3:12])=[O:10] |f:1.2|. Procedure: Dimethyl 4-nitrohomophthalate (Ghosh, C. K.; Mukherjee, K. K. J. Ind. Chem. Soc. 1976, 53, 662) (5 g, 0.02 tool) in THF (20 mL) was added to a suspension of sodium hydride (0.85 g of 60% disp., 0.021 mol) in THF (30 mL) with stirring at 0° C. under nitrogen. The resulting solution was stirred for 5-10 min and 2-bromobenzaldehyde (2.3 mL, 0.02 mol) was added in one portion. The cooling bath was removed after 10 min and the reaction was stirred at room temperature until the mixture solidified. The...